Task: describe an organic reaction: reactants, conditions, products, and yield. Dataset: the Open Reaction Database (ORD), a public repository of structured organic reaction records The reactants are CN1CCNCC1, COc1ccc2c(Nc3c(C)cncc3C)cc(=O)[nH]c2c1OCCCCCCCl, Cl. Product: COc1ccc2c(Nc3c(C)cncc3C)cc(=O)[nH]c2c1OCCCCCCN1CCN(C)CC1. As a reaction SMILES: [CH3:31][N:32]1[CH2:33][CH2:34][NH:35][CH2:36][CH2:37]1.[Cl:1][CH2:2][CH2:3][CH2:4][CH2:5][CH2:6][CH2:7][O:8][c:9]1[c:10]([O:29][CH3:30])[cH:11][cH:12][c:13]2[c:14]([NH:20][c:21]3[c:22]([CH3:28])[cH:23][n:24][cH:25][c:26]3[CH3:27])[cH:15][c:16](=[O:19])[nH:17][c:18]12.[ClH:38]>>[CH2:2]([CH2:3][CH2:4][CH2:5][CH2:6][CH2:7][O:8][c:9]1[c:10]([O:29][CH3:30])[cH:11][cH:12][c:13]2[c:14]([NH:20][c:21]3[c:22]([CH3:28])[cH:23][n:24][cH:25][c:26]3[CH3:27])[cH:15][c:16](=[O:19])[nH:17][c:18]12)[N:35]1[CH2:34][CH2:33][N:32]([CH3:31])[CH2:37][CH2:36]1. Procedure: To a mixture of 2-hydroxynicotinic acid (13.91 g., 0.1 mole) and phosphorus pentachloride (42 g., 0.2 mole) was added phosphorus oxychloride (25 ml., excess) and then stirred at room temperature for 30 minutes. This was then heated at 120° C. for 2 hours. The reaction mixture was then concentrated in vacuo until a red viscous mass was obtained. The latter was cooled in an ice water bath and 45 ml. absolute ethanol was added first slowly and then rapidly. It was then refluxed for 30 min. and cool... Reaction conditions: time 30 minute. Yield: 60.0%. Reactants: C(C)O (ethanol), OC1=C(C(=O)O)C=CC=N1 (2-hydroxynicotinic acid), P(Cl)(Cl)(Cl)(Cl)Cl (phosphorus pentachloride), P(=O)(Cl)(Cl)Cl (phosphorus oxychloride). RXN SMILES: O[C:2]1[N:10]=[CH:9][CH:8]=[CH:7][C:3]=1[C:4]([OH:6])=[O:5].P(Cl)(Cl)(Cl)(Cl)Cl.P(Cl)(Cl)([Cl:19])=O.[CH2:22](O)[CH3:23]>>[Cl:19][C:2]1[N:10]=[CH:9][CH:8]=[CH:7][C:3]=1[C:4]([O:6][CH2:22][CH3:23])=[O:5]. Yields the product ClC1=C(C(=O)OCC)C=CC=N1 (ethyl 2-chloronicotinate).